This data is from the Open Reaction Database (ORD), a public repository of structured organic reaction records. The task is: describe an organic reaction: reactants, conditions, products, and yield Reaction SMILES: C([O:3][C:4](=O)[CH:5]=[C:6]([NH2:10])OCC)C.[N+:12]([C:15]1[CH:23]=[CH:22][C:18]([CH2:19][NH:20][NH2:21])=[CH:17][CH:16]=1)([O-:14])=[O:13]>>[NH2:10][C:6]1[NH:21][N:20]([CH2:19][C:18]2[CH:17]=[CH:16][C:15]([N+:12]([O-:14])=[O:13])=[CH:23][CH:22]=2)[C:4](=[O:3])[CH:5]=1. Yields the product NC=1NN(C(C1)=O)CC1=CC=C(C=C1)[N+](=O)[O-] (3-Amino-1-(4-nitrobenzyl)-pyrazol-5-one). Reported procedure: 17.5 g of β-amino-β-ethoxyacrylic acid ethyl ester and 16.7 g of 4-nitrobenzylhydrazine, analogously to the procedure described in Example 1 yield 17.3 g of the compound identified above as yellowish crystals of melting point 182°, corresponding to 74% of theory. The reactants are C(C)OC(C=C(OCC)N)=O (β-amino-β-ethoxyacrylic acid ethyl ester), [N+](=O)([O-])C1=CC=C(CNN)C=C1 (4-nitrobenzylhydrazine), Example 1. Product: CCS(=O)(=O)Oc1nccc2c1C(c1cccc3c(=O)cc(C)oc13)C(C(C)=O)=C(C)N2. Starting materials: CC(=O)C1=C(C)Nc2cc[nH]c(=O)c2C1c1cccc2c(=O)cc(C)oc12, CCS(=O)(=O)Cl, CO, c1ccncc1. Reaction SMILES: [C:1]([CH3:2])(=[O:3])[C:4]1=[C:5]([CH3:27])[NH:6][c:7]2[cH:8][cH:9][nH:10][c:11](=[O:26])[c:12]2[CH:13]1[c:14]1[cH:15][cH:16][cH:17][c:18]2[c:19](=[O:25])[cH:20][c:21]([CH3:24])[o:22][c:23]12.[CH2:28]([CH3:29])[S:30](=[O:31])(=[O:32])[Cl:33].[CH3:34][OH:35].[cH:36]1[cH:37][cH:38][n:39][cH:40][cH:41]1>>[C:1]([CH3:2])(=[O:3])[C:4]1=[C:5]([CH3:27])[NH:6][c:7]2[cH:8][cH:9][n:10][c:11]([O:26][S:30]([CH2:28][CH3:29])(=[O:31])=[O:32])[c:12]2[CH:13]1[c:14]1[cH:15][cH:16][cH:17][c:18]2[c:19](=[O:25])[cH:20][c:21]([CH3:24])[o:22][c:23]12. Starting materials: C1=CC=CC2=CC3=CC=CC=C3C(=C12)C(=O)Cl (9-anthroyl chloride), C(C#C)NCC1CCCCC1 (N-propargylcyclohexylmethylamine), [O-2].[Mg+2] (magnesium oxide). Run in O1CCCC1 (tetrahydrofuran), O1CCCC1 (tetrahydrofuran). Conditions: time 8 hour. Yields the product C1(CCCCC1)CN(C(=O)C=1C2=CC=CC=C2C=C2C=CC=CC12)CC#C (N-cyclohexylmethyl-N-propargyl-9-anthramide). Yield: 78.6%. Reaction SMILES: [CH:1]1[C:14]2[C:5](=[CH:6][C:7]3[C:12]([C:13]=2[C:15](Cl)=[O:16])=[CH:11][CH:10]=[CH:9][CH:8]=3)[CH:4]=[CH:3][CH:2]=1.[CH2:18]([NH:21][CH2:22][CH:23]1[CH2:28][CH2:27][CH2:26][CH2:25][CH2:24]1)[C:19]#[CH:20].[O-2].[Mg+2]>O1CCCC1>[CH:23]1([CH2:22][N:21]([CH2:18][C:19]#[CH:20])[C:15]([C:13]2[C:14]3[C:5]([CH:6]=[C:7]4[C:12]=2[CH:11]=[CH:10][CH:9]=[CH:8]4)=[CH:4][CH:3]=[CH:2][CH:1]=3)=[O:16])[CH2:28][CH2:27][CH2:26][CH2:25][CH2:24]1 |f:2.3|. Procedure: A solution of 12.66 g of 9-anthroyl chloride in 50 ml of tetrahydrofuran is added dropwise to a stirred mixture of 8.69 g of N-propargylcyclohexylmethylamine and 9 g of magnesium oxide in 80 ml of tetrahydrofuran. After stirring at room temperature overnight, the mixture is filtered and the filtrate is concentrated to dryness. The residue is taken up in methylene chloride and washed, in turn, with dilute sulfuric acid, water, and dilute sodium hydroxide solution, and dried. Removal of the solven... Reactants: COC(=O)c1ccc(-c2csc(NC(=O)C3CCCN3C(=O)OCc3ccccc3)n2)o1, [Na+], [OH-]. The product is O=C(O)c1ccc(-c2csc(NC(=O)C3CCCN3C(=O)OCc3ccccc3)n2)o1. Reaction SMILES: [CH2:1]([c:2]1[cH:3][cH:4][cH:5][cH:6][cH:7]1)[O:8][C:9](=[O:10])[N:11]1[CH:12]([C:16]([NH:17][c:18]2[s:19][cH:20][c:21](-[c:23]3[o:24][c:25]([C:28](=[O:29])[O:30][CH3:31])[cH:26][cH:27]3)[n:22]2)=[O:32])[CH2:13][CH2:14][CH2:15]1.[Na+:34].[OH-:33]>>[CH2:1]([c:2]1[cH:3][cH:4][cH:5][cH:6][cH:7]1)[O:8][C:9](=[O:10])[N:11]1[CH:12]([C:16]([NH:17][c:18]2[s:19][cH:20][c:21](-[c:23]3[o:24][c:25]([C:28](=[O:29])[OH:30])[cH:26][cH:27]3)[n:22]2)=[O:32])[CH2:13][CH2:14][CH2:15]1. Starting materials: C(C1=CC=CC=C1)N (benzylamine), S(O)(O)(=O)=O (sulphuric acid), O=C(COC1=CC=C(C(C(=O)N)=C1)O)C (5-(2-oxopropoxy)salicylamide), [H][H] (hydrogen). Reagents/catalysts: [Pt] (Pt/C). The solvent is CO (methanol). The product is C(C1=CC=CC=C1)NC(COC1=CC=C(C(C(=O)N)=C1)O)C (5-[2-(benzylamino)propoxy]salicylamide). As a reaction SMILES: [CH2:1]([NH2:8])[C:2]1[CH:7]=[CH:6][CH:5]=[CH:4][CH:3]=1.S(=O)(=O)(O)O.O=[C:15]([CH3:28])[CH2:16][O:17][C:18]1[CH:26]=[C:22]([C:23]([NH2:25])=[O:24])[C:21]([OH:27])=[CH:20][CH:19]=1.[H][H]>CO.[Pt]>[CH2:1]([NH:8][CH:15]([CH3:28])[CH2:16][O:17][C:18]1[CH:26]=[C:22]([C:23]([NH2:25])=[O:24])[C:21]([OH:27])=[CH:20][CH:19]=1)[C:2]1[CH:7]=[CH:6][CH:5]=[CH:4][CH:3]=1. Procedure: 55 g of benzylamine and 1.25 g of concentrated sulphuric acid are added to a solution of 104.5 g of 5-(2-oxopropoxy)salicylamide in 100 ml of methanol and hydrogenated in the presence of 3.0 g of Pt/C-catalyst at room temperature and atmospheric pressure until 1 equivalent of hydrogen has been absorbed. The catalyst is filtered off, approximately 10 g of powdered calcium carbonate are stirred into the solution and the solution is filtered again and concentrated by evaporation. The oil remaining ... Reactants: C(C)OC(CN1N=C(N=N1)C1=CN=C(S1)Br)=O (ethyl[5-(2-bromo-1,3-thiazol-5-yl)-2H-tetrazol-2-yl]acetate), O1CCOC12CCNCC2 (1,4-dioxa-8-azaspiro[4.5]decane). Yields the product C(C)OC(CN1N=C(N=N1)C1=CN=C(S1)N1CCC2(OCCO2)CC1)=O (Ethyl{5-[2-(1,4-dioxa-8-azaspiro[4.5]dec-8-yl)-1,3-thiazol-5-yl]-2H-tetrazol-2-yl}acetate). As a reaction SMILES: [CH2:1]([O:3][C:4](=[O:17])[CH2:5][N:6]1[N:10]=[N:9][C:8]([C:11]2[S:15][C:14](Br)=[N:13][CH:12]=2)=[N:7]1)[CH3:2].[O:18]1[C:22]2([CH2:27][CH2:26][NH:25][CH2:24][CH2:23]2)[O:21][CH2:20][CH2:19]1>>[CH2:1]([O:3][C:4](=[O:17])[CH2:5][N:6]1[N:10]=[N:9][C:8]([C:11]2[S:15][C:14]([N:25]3[CH2:26][CH2:27][C:22]4([O:21][CH2:20][CH2:19][O:18]4)[CH2:23][CH2:24]3)=[N:13][CH:12]=2)=[N:7]1)[CH3:2]. Reported procedure: The title compound was prepared in a similar manner as that described for Example 13 (step 1) from Intermediate 2 and 1,4-dioxa-8-azaspiro[4.5]decane. Reaction SMILES: [C:41]([C:42]([CH3:43])([CH3:44])[CH3:45])(=[O:46])[Cl:47].[CH3:49][CH2:50][O:51][C:52](=[O:53])[CH3:54].[NH2:1][CH2:2][CH:3]([OH:4])[CH:5]([CH2:6][CH:7]([CH:8]([CH3:9])[CH3:10])[CH2:11][NH:12][C:13]([c:14]1[c:15]([O:20][CH2:21][CH2:22][CH2:23][O:24][CH3:25])[cH:16][cH:17][cH:18][cH:19]1)=[O:26])[NH:27][C:28]([O:29][C:30]([CH3:31])([CH3:32])[CH3:33])=[O:34].[Na+:35].[Na+:36].[O-:37][C:38](=[O:39])[O-:40].[OH2:48]>>[NH:1]([CH2:2][CH:3]([OH:4])[CH:5]([CH2:6][CH:7]([CH:8]([CH3:9])[CH3:10])[CH2:11][NH:12][C:13]([c:14]1[c:15]([O:20][CH2:21][CH2:22][CH2:23][O:24][CH3:25])[cH:16][cH:17][cH:18][cH:19]1)=[O:26])[NH:27][C:28]([O:29][C:30]([CH3:31])([CH3:32])[CH3:33])=[O:34])[C:41]([C:42]([CH3:43])([CH3:44])[CH3:45])=[O:46]. Reactants: CC(C)(C)C(=O)Cl, CCOC(C)=O, COCCCOc1ccccc1C(=O)NCC(CC(NC(=O)OC(C)(C)C)C(O)CN)C(C)C, [Na+], [Na+], O=C([O-])[O-], O. Product: COCCCOc1ccccc1C(=O)NCC(CC(NC(=O)OC(C)(C)C)C(O)CNC(=O)C(C)(C)C)C(C)C.